From a dataset of the Open Reaction Database (ORD), a public repository of structured organic reaction records. describe an organic reaction: reactants, conditions, products, and yield Reactants: Nc1ccc(-c2ccccc2)cn1, c1ccncc1. Yields the product c1ccc(-c2cccnc2)cc1. Reaction SMILES: [NH2:1][c:2]1[n:3][cH:4][c:5](-[c:8]2[cH:9][cH:10][cH:11][cH:12][cH:13]2)[cH:6][cH:7]1.[cH:14]1[cH:15][cH:16][n:17][cH:18][cH:19]1>>[cH:2]1[n:3][cH:4][c:5](-[c:8]2[cH:9][cH:10][cH:11][cH:12][cH:13]2)[cH:6][cH:7]1. The reactants are Cn1ncc(C(=O)Cl)c1C(=O)Nc1ccn2nc(-c3ccccc3)nc2c1, CNCC(=O)OC, Cl. The product is COC(=O)CN(C)C(=O)c1cnn(C)c1C(=O)Nc1ccn2nc(-c3ccccc3)nc2c1. Reaction SMILES: [CH3:1][n:2]1[n:3][cH:4][c:5]([C:25](=[O:26])[Cl:27])[c:6]1[C:7]([NH:8][c:9]1[cH:10][c:11]2[n:12]([cH:13][cH:14]1)[n:15][c:16](-[c:18]1[cH:19][cH:20][cH:21][cH:22][cH:23]1)[n:17]2)=[O:24].[CH3:29][NH:30][CH2:31][C:32](=[O:33])[O:34][CH3:35].[ClH:28]>>[CH3:1][n:2]1[n:3][cH:4][c:5]([C:25](=[O:26])[N:30]([CH3:29])[CH2:31][C:32](=[O:33])[O:34][CH3:35])[c:6]1[C:7]([NH:8][c:9]1[cH:10][c:11]2[n:12]([cH:13][cH:14]1)[n:15][c:16](-[c:18]1[cH:19][cH:20][cH:21][cH:22][cH:23]1)[n:17]2)=[O:24]. The reactants are [BH4-], CCC1(CC)OC(=O)N(C)c2ccc([N+](=O)[O-])cc21, CO, [Na+]. Product: CCC1(CC)OC(=O)N(C)c2ccc(N)cc21. As a reaction SMILES: [BH4-:20].[CH2:1]([CH3:2])[C:3]1([CH2:18][CH3:19])[O:4][C:5](=[O:17])[N:6]([CH3:16])[c:7]2[c:8]1[cH:9][c:10]([N+:13]([O-:14])=[O:15])[cH:11][cH:12]2.[CH3:22][OH:23].[Na+:21]>>[CH2:1]([CH3:2])[C:3]1([CH2:18][CH3:19])[O:4][C:5](=[O:17])[N:6]([CH3:16])[c:7]2[c:8]1[cH:9][c:10]([NH2:13])[cH:11][cH:12]2. Starting materials: C(C1=CC=C(C(=O)N)C=C1)(=O)N (terephthalamide), Cl (hydrochloric acid), liquid, ClCl (chlorine). Run in O (water). Reaction conditions: time 5 minute. Product: ClNC(C1=CC=C(C(=O)NCl)C=C1)=O (N,N'-dichloro-terephthalamide). Yield: 97.0%. Reaction SMILES: [C:1]([NH2:12])(=[O:11])[C:2]1[CH:10]=[CH:9][C:5]([C:6]([NH2:8])=[O:7])=[CH:4][CH:3]=1.[ClH:13].[Cl:14]Cl>O>[Cl:13][NH:12][C:1](=[O:11])[C:2]1[CH:10]=[CH:9][C:5]([C:6]([NH:8][Cl:14])=[O:7])=[CH:4][CH:3]=1. Procedure: 16.4 grams (0.10 mols) of terephthalamide were suspended in 500 ml. of a 17% by weight hydrochloric acid solution and heated in an enamel autoclave at 34°C. Then, by means of a dosing bulb and under intensive mixing, 22.8 grams (0.32 mols) of liquid chlorine was introduced into the autoclave. With water cooling, the reaction temperature was maintained at about 35°C. The reaction pressure amounted to 10 atm. After 5 minutes, the reaction from the autoclave, filtered and the residue washed with 20... Starting materials: CC#N, ClC(Cl)Cl, O=C(OC1CN2CCC1CC2)C(O)(c1cccs1)c1cccs1, BrCCCOc1ccccc1. Product: [Br-], O=C(OC1C[N+]2(CCCOc3ccccc3)CCC1CC2)C(O)(c1cccs1)c1cccs1. As a reaction SMILES: [CH3:35][C:36]#[N:37].[Cl:38][CH:39]([Cl:40])[Cl:41].[N:1]12[CH2:2][CH:3]([O:9][C:10]([C:11]([c:12]3[s:13][cH:14][cH:15][cH:16]3)([c:17]3[s:18][cH:19][cH:20][cH:21]3)[OH:22])=[O:23])[CH:4]([CH2:5][CH2:6]1)[CH2:7][CH2:8]2.[O:24]([c:25]1[cH:26][cH:27][cH:28][cH:29][cH:30]1)[CH2:31][CH2:32][CH2:33][Br:34]>>[Br-:34].[N+:1]12([CH2:33][CH2:32][CH2:31][O:24][c:25]3[cH:26][cH:27][cH:28][cH:29][cH:30]3)[CH2:2][CH:3]([O:9][C:10]([C:11]([c:12]3[s:13][cH:14][cH:15][cH:16]3)([c:17]3[s:18][cH:19][cH:20][cH:21]3)[OH:22])=[O:23])[CH:4]([CH2:5][CH2:6]1)[CH2:7][CH2:8]2. Starting materials: ammonium salt, C1(CCCCC1)P(=S)(S)C1CCCCC1 (dicyclohexylphosphinodithioic acid), C(CCCCCCCCCCCCCCCCC)Br (n-octadecylbromide). Solvent: CC(=O)C (acetone). The product is C1(CCCCC1)P(=S)(SCCCCCCCCCCCCCCCCCC)C1CCCCC1 (n- Octadecyl Dicyclohexylphosphinodithioate). Yield: 77.8%. Reaction SMILES: [CH:1]1([P:7]([CH:10]2[CH2:15][CH2:14][CH2:13][CH2:12][CH2:11]2)([SH:9])=[S:8])[CH2:6][CH2:5][CH2:4][CH2:3][CH2:2]1.[CH2:16](Br)[CH2:17][CH2:18][CH2:19][CH2:20][CH2:21][CH2:22][CH2:23][CH2:24][CH2:25][CH2:26][CH2:27][CH2:28][CH2:29][CH2:30][CH2:31][CH2:32][CH3:33]>CC(C)=O>[CH:1]1([P:7]([CH:10]2[CH2:15][CH2:14][CH2:13][CH2:12][CH2:11]2)([S:9][CH2:33][CH2:32][CH2:31][CH2:30][CH2:29][CH2:28][CH2:27][CH2:26][CH2:25][CH2:24][CH2:23][CH2:22][CH2:21][CH2:20][CH2:19][CH2:18][CH2:17][CH3:16])=[S:8])[CH2:2][CH2:3][CH2:4][CH2:5][CH2:6]1. Reported procedure: To 14.0 g. (0.05 m.) of the ammonium salt of dicyclohexylphosphinodithioic acid in 250 mls. of acetone was added 16.67 g. (0.05 m.) of n-octadecylbromide and the mixture was refluxed for 15 hours. The precipitate was then separated by filtration and the filtrate was cooled to precipitate a crystalline solid. The crystalline material was filtered off and recrystallized from acetone to obtain 20 g. (77.8% yield) of product which melted at 67°-69° C. The reactants are ClC1=C(C=C(C(=O)NN2C(NC3=C2C=CC(=C3)C(=O)OC)=S)C=C1)S(N)(=O)=O (1-(4'-chloro-3'-sulfamoylbenzoyl)amino-5-methoxycarbonylbenzimidazole-2-thione), Cl (hydrochloric acid). The solvent is [OH-].[Na+] (sodium hydroxide). Product: ClC1=C(C=C(C(=O)NN2C(NC3=C2C=CC(=C3)C(=O)O)=S)C=C1)S(N)(=O)=O (1-(4'-chloro-3'-sulfamoylbenzoyl)amino-5-carboxybenzimidazole-2-thione). Reaction SMILES: [Cl:1][C:2]1[CH:24]=[CH:23][C:5]([C:6]([NH:8][N:9]2[C:13]3[CH:14]=[CH:15][C:16]([C:18]([O:20]C)=[O:19])=[CH:17][C:12]=3[NH:11][C:10]2=[S:22])=[O:7])=[CH:4][C:3]=1[S:25](=[O:28])(=[O:27])[NH2:26].Cl>[OH-].[Na+]>[Cl:1][C:2]1[CH:24]=[CH:23][C:5]([C:6]([NH:8][N:9]2[C:13]3[CH:14]=[CH:15][C:16]([C:18]([OH:20])=[O:19])=[CH:17][C:12]=3[NH:11][C:10]2=[S:22])=[O:7])=[CH:4][C:3]=1[S:25](=[O:27])(=[O:28])[NH2:26] |f:2.3|. Procedure: 48.4 g of the ester obtained as described above were stirred with 330 ml of 2N sodium hydroxide solution at 50° C. for 4 hours. The clear yellow solution was cooled down and acidified to pH 3 to 4 by adding 2N hydrochloric acid. The precipitate was filtered by suction, washed with water and dried at 80° C. The crude product obtained was recrystallized from a mixture of dimethylformamide and water (1:1) under clarifying by activated carbon. Thus, 1-(4'-chloro-3'-sulfamoylbenzoyl)amino-5-carboxybe...